This data is from the Open Reaction Database (ORD), a public repository of structured organic reaction records. The task is: describe an organic reaction: reactants, conditions, products, and yield The reactants are C(CCC)C1=NC2=C(N1CC1=CC=C(C=C1)C=1C(=CC=CC1)C(=O)OC(C)(C)C)C=C(C=C2)NC(=O)OCCCCCC (tert.butyl 4'-[(2-n-butyl-6-(n-hexyloxycarbonylamino)-benzimidazol-1-yl)-methyl]biphenyl-2-carboxylate), FC(C(=O)O)(F)F (trifluoroacetic acid). The product is C(CCC)C1=NC2=C(N1CC1=CC=C(C=C1)C=1C(=CC=CC1)C(=O)O)C=C(C=C2)NC(=O)OCCCCCC (4'-[(2-n-Butyl-6-(n-hexyloxycarbonylamino)-benzimidazol-1-yl)-methyl]biphenyl-2-carboxylic acid). As a reaction SMILES: [CH2:1]([C:5]1[N:9]([CH2:10][C:11]2[CH:16]=[CH:15][C:14]([C:17]3[C:18]([C:23]([O:25]C(C)(C)C)=[O:24])=[CH:19][CH:20]=[CH:21][CH:22]=3)=[CH:13][CH:12]=2)[C:8]2[CH:30]=[C:31]([NH:34][C:35]([O:37][CH2:38][CH2:39][CH2:40][CH2:41][CH2:42][CH3:43])=[O:36])[CH:32]=[CH:33][C:7]=2[N:6]=1)[CH2:2][CH2:3][CH3:4].FC(F)(F)C(O)=O>>[CH2:1]([C:5]1[N:9]([CH2:10][C:11]2[CH:12]=[CH:13][C:14]([C:17]3[C:18]([C:23]([OH:25])=[O:24])=[CH:19][CH:20]=[CH:21][CH:22]=3)=[CH:15][CH:16]=2)[C:8]2[CH:30]=[C:31]([NH:34][C:35]([O:37][CH2:38][CH2:39][CH2:40][CH2:41][CH2:42][CH3:43])=[O:36])[CH:32]=[CH:33][C:7]=2[N:6]=1)[CH2:2][CH2:3][CH3:4]. Reported procedure: Prepared in analogous manner to Example 9 from tert.butyl 4'-[(2-n-butyl-6-(n-hexyloxycarbonylamino)-benzimidazol-1-yl)-methyl]biphenyl-2-carboxylate and trifluoroacetic acid. The reactants are COC(C1=C(C=C(C=C1)NC(C)=O)OCCCCCC)=O (4-acetylamino-2-hexyloxybenzoic acid methyl ester), ClN1C(CCC1=O)=O (N-chlorosuccinimide), ice water. The solvent is CN(C=O)C (dimethylformamide). Conditions: temperature 70 celsius, time 1 hour. The product is COC(C1=C(C=C(C(=C1)Cl)NC(C)=O)OCCCCCC)=O (4-acetylamino-5-chloro-2-hexyloxybenzoic acid methyl ester). Yield: 72.3%. Reaction SMILES: [CH3:1][O:2][C:3](=[O:21])[C:4]1[CH:9]=[CH:8][C:7]([NH:10][C:11](=[O:13])[CH3:12])=[CH:6][C:5]=1[O:14][CH2:15][CH2:16][CH2:17][CH2:18][CH2:19][CH3:20].[Cl:22]N1C(=O)CCC1=O>CN(C)C=O>[CH3:1][O:2][C:3](=[O:21])[C:4]1[CH:9]=[C:8]([Cl:22])[C:7]([NH:10][C:11](=[O:13])[CH3:12])=[CH:6][C:5]=1[O:14][CH2:15][CH2:16][CH2:17][CH2:18][CH2:19][CH3:20]. Procedure details: To a stirred solution of 4-acetylamino-2-hexyloxybenzoic acid methyl ester (2.6 g) in dimethylformamide (20 ml) is added N-chlorosuccinimide (1.4 g), and the resulting mixture is stirred at 70° C. for 1 hour. The reaction mixture is poured into ice-water and extracted with diethyl ether. The organic layer is washed successively with water and saturated sodium chloride solution, dried over magnesium sulfate, and evaporated to give 4-acetylamino-5-chloro-2-hexyloxybenzoic acid methyl ester (2.1 g)... Reactants: O=C1COc2c(C(=O)CCl)ccc(OCc3ccccc3)c2N1, [N-]=[N+]=[N-], [Na+], CN(C)C=O. Yields the product [N-]=[N+]=NCC(=O)c1ccc(OCc2ccccc2)c2c1OCC(=O)N2. Reaction SMILES: [CH2:5]([c:6]1[cH:7][cH:8][cH:9][cH:10][cH:11]1)[O:12][c:13]1[cH:14][cH:15][c:16]([C:24]([CH2:25][Cl:26])=[O:27])[c:17]2[c:22]1[NH:21][C:20](=[O:23])[CH2:19][O:18]2.[N-:2]=[N+:3]=[N-:4].[Na+:1].[O:28]=[CH:29][N:30]([CH3:31])[CH3:32]>>[N:2](=[N+:3]=[N-:4])[CH2:25][C:24]([c:16]1[cH:15][cH:14][c:13]([O:12][CH2:5][c:6]2[cH:7][cH:8][cH:9][cH:10][cH:11]2)[c:22]2[c:17]1[O:18][CH2:19][C:20](=[O:23])[NH:21]2)=[O:27]. Reactants: FC(C=1C=C(C=C(C1)C(F)(F)F)[C@@H]1[C@@H](N(C(O1)=O)CC1=NC(=NC=C1C=1C=C(C=NC1OC)C1=C(C=C(C(=O)OC(C)(C)C)C=C1)C)N1CC(C1)(F)F)C)(F)F (tert-Butyl 4-{5-[4-({(4S,5R)-5-[3,5-bis(trifluoromethyl)phenyl]-4-methyl-2-oxo-1,3-oxazolidin-3-yl}methyl)-2-(3,3-difluoroazetidin-1-yl)pyrimidin-5-yl]-6-methoxypyridin-3-yl}-3-methylbenzoate), mixture, FC(C(=O)O)(F)F (trifluoroacetic acid). The solvent is ClCCl (dichloromethane). Product: FC(C=1C=C(C=C(C1)C(F)(F)F)[C@@H]1[C@@H](N(C(O1)=O)CC1=NC(=NC=C1C=1C=C(C=NC1OC)C1=C(C=C(C(=O)O)C=C1)C)N1CC(C1)(F)F)C)(F)F (4-{5-[4-({(4S,5R)-5-[3,5-Bis(trifluoromethyl)phenyl]-4-methyl-2-oxo-1,3-oxazolidin-3-yl}methyl)-2-(3,3-difluoroazetidin-1-yl)pyrimidin-5-yl]-6-methoxypyridin-3-yl}-3-methylbenzoic acid). As a reaction SMILES: [F:1][C:2]([F:56])([F:55])[C:3]1[CH:4]=[C:5]([C@H:13]2[O:17][C:16](=[O:18])[N:15]([CH2:19][C:20]3[C:25]([C:26]4[CH:27]=[C:28]([C:34]5[CH:46]=[CH:45][C:37]([C:38]([O:40]C(C)(C)C)=[O:39])=[CH:36][C:35]=5[CH3:47])[CH:29]=[N:30][C:31]=4[O:32][CH3:33])=[CH:24][N:23]=[C:22]([N:48]4[CH2:51][C:50]([F:53])([F:52])[CH2:49]4)[N:21]=3)[C@H:14]2[CH3:54])[CH:6]=[C:7]([C:9]([F:12])([F:11])[F:10])[CH:8]=1.FC(F)(F)C(O)=O>ClCCl>[F:12][C:9]([F:10])([F:11])[C:7]1[CH:6]=[C:5]([C@H:13]2[O:17][C:16](=[O:18])[N:15]([CH2:19][C:20]3[C:25]([C:26]4[CH:27]=[C:28]([C:34]5[CH:46]=[CH:45][C:37]([C:38]([OH:40])=[O:39])=[CH:36][C:35]=5[CH3:47])[CH:29]=[N:30][C:31]=4[O:32][CH3:33])=[CH:24][N:23]=[C:22]([N:48]4[CH2:49][C:50]([F:52])([F:53])[CH2:51]4)[N:21]=3)[C@H:14]2[CH3:54])[CH:4]=[C:3]([C:2]([F:56])([F:55])[F:1])[CH:8]=1. Procedure details: tert-Butyl 4-{5-[4-({(4S,5R)-5-[3,5-bis(trifluoromethyl)phenyl]-4-methyl-2-oxo-1,3-oxazolidin-3-yl}methyl)-2-(3,3-difluoroazetidin-1-yl)pyrimidin-5-yl]-6-methoxypyridin-3-yl}-3-methylbenzoate (Step A, 639 mg, 0.805 mmol) was treated with 20 mL of a mixture of dichloromethane and trifluoroacetic acid (2 to 1 by volume) at room temperature for 0.5 hour, and purified on reverse phase HPLC to give the title compound as a white solid, after lyophilization. LCMS (M+H)+: 738.0. 1H NMR (CD3OD, 500 MHz):... Reactants: C1CCC2=NCCCN2CC1, CCOC(C)=O, CSc1nc(CO)cn1-c1ccc(I)cc1, C1COCCO1, O, [N-]=[N+]=NP(=O)(c1ccccc1)c1ccccc1. Yields the product CSc1nc(CN=[N+]=[N-])cn1-c1ccc(I)cc1. As a reaction SMILES: [CH2:34]1[CH2:35][CH2:36][C:37]2=[N:42][CH2:41][CH2:40][CH2:39][N:38]2[CH2:43][CH2:44]1.[CH3:52][CH2:53][O:54][C:55]([CH3:56])=[O:57].[I:1][c:2]1[cH:3][cH:4][c:5](-[n:8]2[c:9]([S:15][CH3:16])[n:10][c:11]([CH2:13][OH:14])[cH:12]2)[cH:6][cH:7]1.[O:46]1[CH2:47][CH2:48][O:49][CH2:50][CH2:51]1.[OH2:45].[c:17]1([P:18]([c:19]2[cH:20][cH:21][cH:22][cH:23][cH:24]2)(=[O:25])[N:31]=[N+:32]=[N-:33])[cH:26][cH:27][cH:28][cH:29][cH:30]1>>[I:1][c:2]1[cH:3][cH:4][c:5](-[n:8]2[c:9]([S:15][CH3:16])[n:10][c:11]([CH2:13][N:31]=[N+:32]=[N-:33])[cH:12]2)[cH:6][cH:7]1. Reactants: CC(C)(C)c1cc(N)cc(C(C)(C)C)c1O, Cc1ccc(S(=O)(=O)Cl)cc1, c1ccncc1. Product: Cc1ccc(S(=O)(=O)Nc2cc(C(C)(C)C)c(O)c(C(C)(C)C)c2)cc1. Reaction SMILES: [C:1]([CH3:2])([CH3:3])([CH3:4])[c:5]1[cH:6][c:7]([NH2:8])[cH:9][c:10]([C:13]([CH3:14])([CH3:15])[CH3:16])[c:11]1[OH:12].[c:17]1([CH3:27])[cH:18][cH:19][c:20]([S:23](=[O:24])(=[O:25])[Cl:26])[cH:21][cH:22]1.[cH:28]1[cH:29][cH:30][n:31][cH:32][cH:33]1>>[C:1]([CH3:2])([CH3:3])([CH3:4])[c:5]1[cH:6][c:7]([NH:8][S:23]([c:20]2[cH:19][cH:18][c:17]([CH3:27])[cH:22][cH:21]2)(=[O:24])=[O:25])[cH:9][c:10]([C:13]([CH3:14])([CH3:15])[CH3:16])[c:11]1[OH:12]. Starting materials: CC(Br)Br, C[SiH](C)C, [Cl-], Clc1cc(Cl)ncn1, Fc1ccccc1CBr, C1CCOC1, O, [Zn]. Product: Fc1ccccc1Cc1cc(Cl)ncn1. RXN SMILES: [Br:1][CH:2]([Br:3])[CH3:4].[CH3:6][SiH:7]([CH3:8])[CH3:9].[Cl-:5].[Cl:19][c:20]1[n:21][cH:22][n:23][c:24]([Cl:26])[cH:25]1.[F:10][c:11]1[c:12]([CH2:13][Br:14])[cH:15][cH:16][cH:17][cH:18]1.[O:27]1[CH2:28][CH2:29][CH2:30][CH2:31]1.[OH2:33].[Zn:32]>>[F:10][c:11]1[c:12]([CH2:13][c:24]2[n:23][cH:22][n:21][c:20]([Cl:19])[cH:25]2)[cH:15][cH:16][cH:17][cH:18]1. The reactants are OCC1CCCCC1 (1-hydroxymethylcyclohexane), ClCCl (dichloromethane). Conditions: time 1 hour. The product is CC1CC(CCC1)C=O (3-Methylcyclohexanecarboxaldehyde). Reaction SMILES: [OH:1][CH2:2][CH:3]1[CH2:8][CH2:7][CH2:6][CH2:5][CH2:4]1.Cl[CH2:10]Cl>>[CH3:10][CH:5]1[CH2:6][CH2:7][CH2:8][CH:3]([CH:2]=[O:1])[CH2:4]1. Procedure details: To a solution of 1-hydroxymethylcyclohexane (6.8 g, 0.053 mole) in 150 ml dichloromethane was added pcc (22.9 g, 0.106 mole) under nitrogen. Stirring continued for 1 hour at room temperature. The solids were removed by filtration through Florisil and the filtrate was concentrated to give 8 g of the title compound. The NMR spectrum showed 0.90, 0.95 (d, 3H, J=8 Hz), 0.86-2.32 (m, 10H), and 9.68, 9.70 (d, 1H, J=2 Hz). As a reaction SMILES: [C:1](=[O:16])([O:4][C:5]1[CH:10]=[CH:9][CH:8]=[CH:7][C:6]=1[O:11][C:12]([F:15])([F:14])[F:13])[O:2][CH3:3].[N+:17]([O-:20])([O-:19])=[O:18].[K+]>OS(O)(=O)=O>[C:1](=[O:16])([O:4][C:5]1[CH:10]=[C:9]([N+:17]([O-:19])=[O:18])[CH:8]=[CH:7][C:6]=1[O:11][C:12]([F:15])([F:13])[F:14])[O:2][CH3:3].[C:1](=[O:16])([O:4][C:5]1[CH:10]=[CH:9][C:8]([N+:17]([O-:20])=[O:18])=[CH:7][C:6]=1[O:11][C:12]([F:15])([F:13])[F:14])[O:2][CH3:3] |f:1.2|. Run at time 2 hour. Procedure: Methyl 2-(trifluoromethoxy)phenyl carbonate (200 mg, 0.85 mmol) was added portion-wise to H2SO4 (600 μL) at 0° C. to generate a colorless homogeneous solution. KNO3 (103 mg, 1.02 mmol) was added portion-wise maintaining the internal temperature below 5° C. The reaction was stirred for 2 h and then poured on ice water. The aqueous layer was extracted with dichloromethane (3×10 mL). The combined organic extracts were dried over Na2SO4, filtered and concentrated. Purification by silica gel chromato... The solvent is OS(=O)(=O)O (H2SO4). The product is C(OC)(OC1=C(C=CC(=C1)[N+](=O)[O-])OC(F)(F)F)=O (methyl 5-nitro-2-(trifluoromethoxy)phenyl carbonate), C(OC)(OC1=C(C=C(C=C1)[N+](=O)[O-])OC(F)(F)F)=O (methyl 4-nitro-2-(trifluoromethoxy)phenyl carbonate). Starting materials: C(OC)(OC1=C(C=CC=C1)OC(F)(F)F)=O (Methyl 2-(trifluoromethoxy)phenyl carbonate), [N+](=O)([O-])[O-].[K+] (KNO3). Starting materials: 12-l, stainless steel, O.C(C1=CC=CC=C1)N1CC(=C(C1)C1=CC=C(C=C1)Cl)C(=O)O (1-benzyl-4-(4-chloro-phenyl)-2,5-dihydro-1H-pyrrole-3-carboxylic acid monohydrate), Ru(OAc)2((R)-2-Furyl-MeOBIPHEP), [H][H] (hydrogen). Solvent: CO (methanol). Reaction conditions: temperature 2.5 celsius, time 1 hour. Product: C(C1=CC=CC=C1)N1C[C@H]([C@H](C1)C1=CC=C(C=C1)Cl)C(=O)O ((3S,4S)-1-Benzyl-4-(4-chloro-phenyl)-pyrrolidine-3-carboxylic acid). As a reaction SMILES: O.[CH2:2]([N:9]1[CH2:13][C:12]([C:14]2[CH:19]=[CH:18][C:17]([Cl:20])=[CH:16][CH:15]=2)=[C:11]([C:21]([OH:23])=[O:22])[CH2:10]1)[C:3]1[CH:8]=[CH:7][CH:6]=[CH:5][CH:4]=1.[H][H]>CO>[CH2:2]([N:9]1[CH2:13][C@H:12]([C:14]2[CH:15]=[CH:16][C:17]([Cl:20])=[CH:18][CH:19]=2)[C@H:11]([C:21]([OH:23])=[O:22])[CH2:10]1)[C:3]1[CH:4]=[CH:5][CH:6]=[CH:7][CH:8]=1 |f:0.1|. Procedure: A 12-l stainless steel autoclave was charged on air with 1-benzyl-4-(4-chloro-phenyl)-2,5-dihydro-1H-pyrrole-3-carboxylic acid monohydrate (180.0 g, 0.54 mol), [Ru(OAc)2((R)-2-Furyl-MeOBIPHEP)] (413.2 mg, 0.54 mmol, S/C 1,000) and methanol (7.1 l). The asymmetric hydrogenation was run for 20 h at 30° C. under 40 bar of hydrogen (99.3% conversion). After the pressure was released, a sample of the white suspension was evaporated to dryness affording crude (S,S)-Ia with 99.0% purity and >99.9% ee. ...